This data is from the Open Reaction Database (ORD), a public repository of structured organic reaction records. The task is: describe an organic reaction: reactants, conditions, products, and yield Starting materials: Cl, Cl, Cl, CC1CN(C(C)CN2CCC(N)CC2)CCC1O, O=C(O)c1cc2c(OCc3ccoc3)cccc2[nH]1. Yields the product CC1CN(C(C)CN2CCC(NC(=O)c3cc4c(OCc5ccoc5)cccc4[nH]3)CC2)CCC1O. As a reaction SMILES: [ClH:20].[ClH:21].[ClH:22].[NH2:23][CH:24]1[CH2:25][CH2:26][N:27]([CH2:30][CH:31]([CH3:32])[N:33]2[CH2:34][CH:35]([CH3:40])[CH:36]([OH:39])[CH2:37][CH2:38]2)[CH2:28][CH2:29]1.[o:1]1[cH:2][c:3]([CH2:6][O:7][c:8]2[c:9]3[cH:10][c:11]([C:17](=[O:18])[OH:19])[nH:12][c:13]3[cH:14][cH:15][cH:16]2)[cH:4][cH:5]1>>[o:1]1[cH:2][c:3]([CH2:6][O:7][c:8]2[c:9]3[cH:10][c:11]([C:17](=[O:19])[NH:23][CH:24]4[CH2:25][CH2:26][N:27]([CH2:30][CH:31]([CH3:32])[N:33]5[CH2:34][CH:35]([CH3:40])[CH:36]([OH:39])[CH2:37][CH2:38]5)[CH2:28][CH2:29]4)[nH:12][c:13]3[cH:14][cH:15][cH:16]2)[cH:4][cH:5]1. The reactants are C=1C=CC2=C(C1)N=NN2O (HOBt), O=C(CC(C(=O)O)CS(=O)(=O)CC1=CC=CC=C1)N1CCCCC1 (4-oxo-2-benzylsulfonylmethyl-4-piperidin-1-yl-butyric acid), OC(=O)C(F)(F)F.NC(C(O)C=1OC2=C(N1)C=CC=C2)CC (2-amino-1-benzooxazol-2-yl-butan-1-ol TFA salt), C(CCl)Cl (EDC), CN1CCOCC1 (N-methylmorpholine). The solvent is C(Cl)Cl (MeCl2). Run at time 14 hour. The product is N1(CCCCC1)NC(CCC)=O (N-piperidin-1-yl-butyramide). Reaction SMILES: O=C([N:19]1[CH2:24][CH2:23][CH2:22][CH2:21][CH2:20]1)CC(CS(CC1C=CC=CC=1)(=O)=O)C(O)=O.OC(C(F)(F)F)=O.N[CH:33]([CH2:45]C)[CH:34]([C:36]1[O:37]C2C=CC=CC=2[N:40]=1)O.C1C=CC2N(O)N=NC=2C=1.C(Cl)CCl.CN1CCOCC1>C(Cl)Cl>[N:19]1([NH:40][C:36](=[O:37])[CH2:34][CH2:33][CH3:45])[CH2:20][CH2:21][CH2:22][CH2:23][CH2:24]1 |f:1.2|. Procedure: To a stirred mixture of 4-oxo-2-benzylsulfonylmethyl-4-piperidin-1-yl-butyric acid (141 mg, 0.4 mmol), 2-amino-1-benzooxazol-2-yl-butan-1-ol TFA salt. (129 mg), prepared as in reference 20, and HOBt (74 mg, 0.48 mmol) in MeCl2 (5 mL), was added EDC (115 mg, 0.6 mmol) and N-methylmorpholine (0.25 ml) at room temperature. After stir-ring for 14 hours, the reaction mixture was extracted with ethyl acetate. The organic layer was washed with saturated NaHCO3, brine, dried with MgSO4 and concentrated ... Starting materials: C1CNCCN1, CS(C)=O, O=C(O)c1cn2c3c(c(Cl)ccc3c1=O)CC2. Product: Cl, O=C(O)c1cn2c3c(c(N4CCNCC4)ccc3c1=O)CC2. RXN SMILES: [CH2:18]1[CH2:19][NH:20][CH2:21][CH2:22][NH:23]1.[CH3:24][S:25](=[O:26])[CH3:27].[Cl:1][c:2]1[cH:3][cH:4][c:5]2[c:6](=[O:17])[c:7]([C:14](=[O:15])[OH:16])[cH:8][n:9]3[c:10]2[c:11]1[CH2:12][CH2:13]3>>[ClH:1].[c:2]1([N:20]2[CH2:19][CH2:18][NH:23][CH2:22][CH2:21]2)[cH:3][cH:4][c:5]2[c:6](=[O:17])[c:7]([C:14](=[O:15])[OH:16])[cH:8][n:9]3[c:10]2[c:11]1[CH2:12][CH2:13]3. Starting materials: ClC=1SC(=CC1C=1C=C(C=C(C(=O)OC)C1)C(=O)OC)Cl (dimethyl 5-(2,5-dichlorothiophen-3-yl)isophthalate), [OH-].[K+] (potassium hydroxide). Run in CO (methanol). Yields the product COC(=O)C=1C=C(C(=O)O)C=C(C1)C1=C(SC(=C1)Cl)Cl (3-methoxycarbonyl-5-(2,5-dichlorothiophen-3-yl)benzoic acid). The yield is 87.7%. Reaction SMILES: [Cl:1][C:2]1[S:3][C:4]([Cl:21])=[CH:5][C:6]=1[C:7]1[CH:8]=[C:9]([C:17]([O:19][CH3:20])=[O:18])[CH:10]=[C:11]([CH:16]=1)[C:12]([O:14]C)=[O:13].[OH-].[K+]>CO>[CH3:20][O:19][C:17]([C:9]1[CH:10]=[C:11]([CH:16]=[C:7]([C:6]2[CH:5]=[C:4]([Cl:21])[S:3][C:2]=2[Cl:1])[CH:8]=1)[C:12]([OH:14])=[O:13])=[O:18] |f:1.2|. Procedure details: A mixture of dimethyl 5-(2,5-dichlorothiophen-3-yl)isophthalate (1.70 g) and potassium hydroxide (0.28 g) in methanol (50 ml) was heated to reflux for 48 hours. After being cooled to room temperature, the solvent was removed under reduced pressure. The residue was dissolved in water and was acidified with hydrochloric acid solution. The product was extracted with ethyl acetate and the organic layer was washed with brine, dried over magnesium sulfate and evaporated in vacuo. The residue was purif... Starting materials: [BH4-], O=C(CN1CCC(N2C(=O)NCc3ccccc32)CC1)c1ccc2c(c1)OCO2, CO, [Na+]. The product is O=C1NCc2ccccc2N1C1CCN(CC(O)c2ccc3c(c2)OCO3)CC1. As a reaction SMILES: [BH4-:30].[CH2:1]1[O:2][c:3]2[cH:4][c:5]([C:6](=[O:7])[CH2:8][N:9]3[CH2:10][CH2:11][CH:12]([N:15]4[C:16](=[O:25])[NH:17][CH2:18][c:19]5[cH:20][cH:21][cH:22][cH:23][c:24]54)[CH2:13][CH2:14]3)[cH:26][cH:27][c:28]2[O:29]1.[CH3:32][OH:33].[Na+:31]>>[CH2:1]1[O:2][c:3]2[cH:4][c:5]([CH:6]([OH:7])[CH2:8][N:9]3[CH2:10][CH2:11][CH:12]([N:15]4[C:16](=[O:25])[NH:17][CH2:18][c:19]5[cH:20][cH:21][cH:22][cH:23][c:24]54)[CH2:13][CH2:14]3)[cH:26][cH:27][c:28]2[O:29]1. The reactants are OCCC=1C=C(C=CC1)CC(C(=O)OCC)OC(C)C (ethyl 3-[3-(2-hydroxyethyl)phenyl]-2-isopropoxypropanoate), COC1=CC=C(C=C1)N=C=O (4-methoxyphenylisocyanate). Yields the product C(C)(C)OC(C(=O)O)CC1=CC(=CC=C1)CCOC(=O)NC1=CC=C(C=C1)OC (2-Isopropoxy-3-[3-(2-{[(4-methoxyanilino)carbonyl]oxy}-ethyl)phenyl]propanoic acid). Reaction SMILES: [OH:1][CH2:2][CH2:3][C:4]1[CH:5]=[C:6]([CH2:10][CH:11]([O:17][CH:18]([CH3:20])[CH3:19])[C:12]([O:14]CC)=[O:13])[CH:7]=[CH:8][CH:9]=1.[CH3:21][O:22][C:23]1[CH:28]=[CH:27][C:26]([N:29]=[C:30]=[O:31])=[CH:25][CH:24]=1>>[CH:18]([O:17][CH:11]([CH2:10][C:6]1[CH:7]=[CH:8][CH:9]=[C:4]([CH2:3][CH2:2][O:1][C:30]([NH:29][C:26]2[CH:27]=[CH:28][C:23]([O:22][CH3:21])=[CH:24][CH:25]=2)=[O:31])[CH:5]=1)[C:12]([OH:14])=[O:13])([CH3:19])[CH3:20]. Procedure details: Using ethyl 3-[3-(2-hydroxyethyl)phenyl]-2-isopropoxypropanoate and 4-methoxyphenylisocyanate, the title compound was obtained in the same manner as described in Example 148. Starting materials: N1=CC2=CC=CC=C2C=C1C, O=C(O)CC1=CC=C(OC)C(OC)=C1. Reagents/catalysts: O=S(=O)(O)OOS(=O)(=O)O.N. Solvent: O, O=S(C)C. Conditions: temperature 40 celsius, time 16 hour. Yields the product N=1C(=CC=2C=CC=CC2C1CC3=CC=C(OC)C(OC)=C3)C. Isolated yield 86.0%. Reactants: N([C@@H](CCCCNC(=O)OC(C)(C)C)C(=O)N[C@@H](CC(OC(C)(C)C)=O)C(=O)OCC1=CC=CC=C1)C(=O)OCC1C2=CC=CC=C2C2=CC=CC=C12 (FMOC-Lys(Boc)-Asp(O-t-Bu)-OBzl). The reagents and catalysts are [Pd] (Pd/C). Run in CN(C=O)C (dimethylformamide). Reaction conditions: time 5 hour. The product is N([C@@H](CCCCNC(=O)OC(C)(C)C)C(=O)N[C@@H](CC(OC(C)(C)C)=O)C(=O)O)C(=O)OCC1C2=CC=CC=C2C2=CC=CC=C12 (FMOC-Lys(Boc)-Asp(O-t-Bu)). Isolated yield 98.1%. Reaction SMILES: [NH:1]([C:37]([O:39][CH2:40][CH:41]1[C:53]2[C:48](=[CH:49][CH:50]=[CH:51][CH:52]=2)[C:47]2[C:42]1=[CH:43][CH:44]=[CH:45][CH:46]=2)=[O:38])[C@H:2]([C:15]([NH:17][C@H:18]([C:27]([O:29]CC1C=CC=CC=1)=[O:28])[CH2:19][C:20](=[O:26])[O:21][C:22]([CH3:25])([CH3:24])[CH3:23])=[O:16])[CH2:3][CH2:4][CH2:5][CH2:6][NH:7][C:8]([O:10][C:11]([CH3:14])([CH3:13])[CH3:12])=[O:9]>CN(C)C=O.[Pd]>[NH:1]([C:37]([O:39][CH2:40][CH:41]1[C:42]2[C:47](=[CH:46][CH:45]=[CH:44][CH:43]=2)[C:48]2[C:53]1=[CH:52][CH:51]=[CH:50][CH:49]=2)=[O:38])[C@H:2]([C:15]([NH:17][C@H:18]([C:27]([OH:29])=[O:28])[CH2:19][C:20](=[O:26])[O:21][C:22]([CH3:25])([CH3:24])[CH3:23])=[O:16])[CH2:3][CH2:4][CH2:5][CH2:6][NH:7][C:8]([O:10][C:11]([CH3:12])([CH3:13])[CH3:14])=[O:9]. Procedure: To a solution of FMOC-Lys(Boc)-Asp(O-t-Bu)-OBzl (37) (5.0 g, 6.9 M) in dimethylformamide (50 ml) was added 10 percent Pd/C. (500 mg). The mixture was hydrogenated for 5 hrs at 50 psi H2. The solids were removed by filtration and the solvents removed under reduced pressure. This material was chromatographed on silica gel, eluting with acetone/methylene chloride/acetic acid 25/74/1 to give 4.3 g (98 percent) of 40 which was used without further characterization. The reactants are N[C@@H](CS)C(=O)O (L-cysteine), N[C@@H](C)C(=O)O (L-alanine), C(C1=CC=CC=C1)(=O)SCCC(=O)N[C@@H](CS)C(=O)O (N-(3-benzoylthiopropanoyl)-L-cysteine), N-(3-mercaptoproanoyl)-L-cysteine. Yields the product SCCC(=O)N[C@@H](CS)C(=O)O (N-(3-Mercaptopropanoyl)-L-cysteine). Reaction SMILES: N[C@H](C(O)=O)CS.N[C@H](C(O)=O)C.C([S:22][CH2:23][CH2:24][C:25]([NH:27][C@H:28]([C:31]([OH:33])=[O:32])[CH2:29][SH:30])=[O:26])(=O)C1C=CC=CC=1>>[SH:22][CH2:23][CH2:24][C:25]([NH:27][C@H:28]([C:31]([OH:33])=[O:32])[CH2:29][SH:30])=[O:26]. Procedure details: By susbtituting L-cysteine for the L-alanine in the procedure of Example 1, and then treating the product by the procedure of Example 2, N-(3-benzoylthiopropanoyl)-L-cysteine and N-(3-mercaptoproanoyl)-L-cysteine are obtained.